From a dataset of the Open Reaction Database (ORD), a public repository of structured organic reaction records. describe an organic reaction: reactants, conditions, products, and yield The reactants are CNC1=NC(=C(C(=N1)Cl)Cl)Cl (Methyl-(4,5,6-trichloro-pyrimidin-2-yl)-amine), C(=O)(OC(C)(C)C)N1CCNCC1 (1-Boc-piperazine), C([O-])([O-])=O.[K+].[K+] (potassium carbonate). Run in O (water), C(C)C(=O)C (methyl ethyl ketone). The product is C(C)(C)(C)OC(=O)N1CCN(CC1)C1=NC(=NC(=C1Cl)Cl)NC (4-(5,6-dichloro-2-methylamino-pyrimidin-4-yl)-piperazine-1-carboxylic acid tert-butyl ester). Isolated yield 58.8%. RXN SMILES: [CH3:1][NH:2][C:3]1[N:8]=[C:7](Cl)[C:6]([Cl:10])=[C:5]([Cl:11])[N:4]=1.[C:12]([N:19]1[CH2:24][CH2:23][NH:22][CH2:21][CH2:20]1)([O:14][C:15]([CH3:18])([CH3:17])[CH3:16])=[O:13].C(=O)([O-])[O-].[K+].[K+]>O.C(C(C)=O)C>[C:15]([O:14][C:12]([N:19]1[CH2:24][CH2:23][N:22]([C:7]2[C:6]([Cl:10])=[C:5]([Cl:11])[N:4]=[C:3]([NH:2][CH3:1])[N:8]=2)[CH2:21][CH2:20]1)=[O:13])([CH3:18])([CH3:16])[CH3:17] |f:2.3.4|. Reported procedure: Methyl-(4,5,6-trichloro-pyrimidin-2-yl)-amine (2.8 g, 12.2 mmol), 1-Boc-piperazine (2.27 g, 12.2 mmol), potassium carbonate (0.84 g 6.1 mmol) in water (2.5 ml) and methyl ethyl ketone (50 ml) were refluxed for 12 hours. After cooling to room temperature the precipitate was filtered, and washed with water to give the title compound (2.6 g, 59%), melting point: 205-206° C. Reactants: [N+](=O)(O)[O-] (HNO3), ice water, BrC=1C(=NC(=CC1)C)O (3-bromo-6-methyl-pyridin-2-ol). The solvent is ice water. Reaction conditions: time 3.5 hour. Product: BrC=1C(=NC(=C(C1)[N+](=O)[O-])C)O (3-bromo-6-methyl-5-nitro-pyridin-2-ol). RXN SMILES: [N+:1]([O-:4])(O)=[O:2].[Br:5][C:6]1[C:7]([OH:13])=[N:8][C:9]([CH3:12])=[CH:10][CH:11]=1>>[Br:5][C:6]1[C:7]([OH:13])=[N:8][C:9]([CH3:12])=[C:10]([N+:1]([O-:4])=[O:2])[CH:11]=1. Procedure: In a 500 ml single-necked round-bottomed flask, 230 ml of a 65% ageous HNO3 solution is added and stirred under cooling (ice/water cooling bath). 7.00 g of 3-bromo-6-methyl-pyridin-2-ol 2 at ambient temperature is introduced portion-wise. Stirring is continued for 3.5 hours at ambient temperature. After pouring the mixture into 200 ml of an ice/water mixture (pH 1), the water phase is extracted with AcOEt. The organic phase is washed twice with water brought to pH 4 by adding ageous NaOH solutio... Reactants: CO, NN, O=C1NC(=O)c2c(CCCCCCC3CNCCO3)cccc21. The product is NCCCCCCC1CNCCO1. Reaction SMILES: [CH3:26][OH:27].[NH2:1][NH2:2].[O:3]1[CH:4]([CH2:9][CH2:10][CH2:11][CH2:12][CH2:13][CH2:14][c:15]2[cH:16][cH:17][cH:18][c:19]3[c:24]2[C:22](=[O:23])[NH:21][C:20]3=[O:25])[CH2:5][NH:6][CH2:7][CH2:8]1>>[NH2:1][CH2:14][CH2:13][CH2:12][CH2:11][CH2:10][CH2:9][CH:4]1[O:3][CH2:8][CH2:7][NH:6][CH2:5]1. Reactants: N1C=CC2=CC(=CC=C12)C#CC(C)(O)C (4-(1H-indol-5-yl)-2-methyl-but-3-yn-2-ol), [H-].[Na+] (sodiumhydride), oil. Run in C1(=CC=CC=C1)C (toluene). Run at temperature 110 celsius, time 5 hour. Yields the product C(#C)C=1C=C2C=CNC2=CC1 (5-Ethynyl-1H-indole). As a reaction SMILES: [NH:1]1[C:9]2[C:4](=[CH:5][C:6]([C:10]#[C:11]C(C)(O)C)=[CH:7][CH:8]=2)[CH:3]=[CH:2]1.[H-].[Na+]>C1(C)C=CC=CC=1>[C:10]([C:6]1[CH:5]=[C:4]2[C:9](=[CH:8][CH:7]=1)[NH:1][CH:2]=[CH:3]2)#[CH:11] |f:1.2|. Reported procedure: A mixture of 4-(1H-indol-5-yl)-2-methyl-but-3-yn-2-ol (6.6 g, 33.1 mmol), sodiumhydride, 60% in mineral oil (0.13 g, 3.3 mmol) and anhydrous toluene (100 ml) was stirred for 5 hours at 110° C. The crude mixture was evaporated. Chromatography on silica gel with dichloromethane, 10% methanol and 1% aqueous ammonia as solvent gave the title compound. Yield 3.44 g (74%). Oil.